Dataset: the Open Reaction Database (ORD), a public repository of structured organic reaction records. Task: describe an organic reaction: reactants, conditions, products, and yield Reactants: FC(C(=O)O)(F)F.CN[C@@H](C(C)C)C(=O)N[C@@H](C(C)C)C(=O)N(C)[C@H]([C@@H](CC(=O)N1[C@@H](CCC1)[C@@H]([C@H](C(=O)N[C@H](C(=O)N1OCCCC1)CC1=CC=CC=C1)C)OC)OC)[C@H](CC)C (N-methyl-L-valyl-N-[(3R,4S,5S)-3-methoxy-1-{(2S)-2-[(1R,2R)-1-methoxy-2-methyl-3-{[(2S)-1-(1,2-oxazinan-2-yl)-1-oxo-3-phenylpropan-2-yl]amino}-3-oxopropyl]pyrrolidin-1-yl}-5-methyl-1-oxoheptan-4-yl]-N-methyl-L-valinamide trifluoroacetate), C1=CC=CC=2C3=CC=CC=C3C(C12)COC(=O)N([C@@H](C(C)C)C(=O)N[C@@H](C(C)C)C(=O)N(C)[C@H]([C@@H](CC(=O)O)OC)[C@H](CC)C)C (N-[(9H-fluoren-9-ylmethoxy)carbonyl]-N-methyl-L-valyl-N-[(2R,3S,4S)-1-carboxy-2-methoxy-4-methylhexan-3-yl]-N-methyl-L-valinamide), compound, Intermediate 61, O=CCCC(=O)O (4-oxobutanoic acid), C(#N)[BH3-].[Na+] (sodium cyanoborohydride). The product is amine, C(=O)(O)CCCN([C@@H](C(C)C)C(=O)N[C@@H](C(C)C)C(=O)N(C)[C@H]([C@@H](CC(=O)N1[C@@H](CCC1)[C@@H]([C@H](C(=O)N[C@H](C(=O)N(C)CC1=CC=CC=C1)CC1=CC=CC=C1)C)OC)OC)[C@H](CC)C)C (N-(3-carboxypropyl)-N-methyl-L-valyl-N-[(3R,4S,5S)-1-{(2S)-2-[(1R,2R)-3-({(2S)-1-[benzyl(methyl)amino]-1-oxo-3-phenylpropan-2-yl}amino)-1-methoxy-2-methyl-3-oxopropyl]pyrrolidin-1-yl}-3-methoxy-5-methyl-1-oxoheptan-4-yl]-N-methyl-L-valinamide). RXN SMILES: F[C:2](F)(F)[C:3]([OH:5])=[O:4].[CH3:8][NH:9][C@H:10]([C:14]([NH:16][C@H:17]([C:21]([N:23]([C@@H:25]([C@@H:61]([CH3:64])[CH2:62][CH3:63])[C@H:26]([O:59][CH3:60])[CH2:27][C:28]([N:30]1[CH2:34][CH2:33][CH2:32][C@H:31]1[C@H:35]([O:57][CH3:58])[C@@H:36]([CH3:56])[C:37]([NH:39][C@@H:40]([CH2:49][C:50]1[CH:55]=[CH:54][CH:53]=[CH:52][CH:51]=1)[C:41]([N:43]1[CH2:48][CH2:47][CH2:46][CH2:45]O1)=[O:42])=[O:38])=[O:29])[CH3:24])=[O:22])[CH:18]([CH3:20])[CH3:19])=[O:15])[CH:11]([CH3:13])[CH3:12].[CH:65]1[C:77]2C(COC(N(C)[C@H](C(N[C@H](C(N([C@@H]([C@@H](C)CC)[C@H](OC)CC(O)=O)C)=O)C(C)C)=O)C(C)C)=O)C3C(=CC=CC=3)C=2C=C[CH:66]=1.O=[CH:112][CH2:113]CC(O)=O.[C:118]([BH3-])#N.[Na+]>>[C:3]([CH2:2][CH2:112][CH2:113][N:9]([CH3:8])[C@H:10]([C:14]([NH:16][C@H:17]([C:21]([N:23]([C@@H:25]([C@@H:61]([CH3:64])[CH2:62][CH3:63])[C@H:26]([O:59][CH3:60])[CH2:27][C:28]([N:30]1[CH2:34][CH2:33][CH2:32][C@H:31]1[C@H:35]([O:57][CH3:58])[C@@H:36]([CH3:56])[C:37]([NH:39][C@@H:40]([CH2:49][C:50]1[CH:51]=[CH:52][CH:53]=[CH:54][CH:55]=1)[C:41]([N:43]([CH2:48][C:47]1[CH:46]=[CH:45][CH:77]=[CH:65][CH:66]=1)[CH3:118])=[O:42])=[O:38])=[O:29])[CH3:24])=[O:22])[CH:18]([CH3:19])[CH3:20])=[O:15])[CH:11]([CH3:12])[CH3:13])([OH:5])=[O:4] |f:0.1,4.5|. Reported procedure: First, in analogy to the synthesis described in Intermediate 14, proceeding from Intermediates 4 and 38, the amine compound N-methyl-L-valyl-N-[(3R,4S,5S)-1-{(2S)-2-[(1R,2R)-3-({(2S)-1-[benzyl(methyl)amino]-1-oxo-3-phenylpropan-2-yl}amino)-1-methoxy-2-methyl-3-oxopropyl]pyrrolidin-1-yl}-3-methoxy-5-methyl-1-oxoheptan-4-yl]-N-methyl-L-valinamide was prepared. 25 mg (0.026 mmol) of this compound were then used, in analogy to the preparation of Intermediate 61, by reaction with 4-oxobutanoic acid i... Reactants: B, CC(c1ccccc1)N1CC(CC2(NC(=O)OC(C)(C)C)CCC2)CC1=O, C1CCOC1, C1CCOC1. Yields the product CC(c1ccccc1)N1CCC(CC2(NC(=O)OC(C)(C)C)CCC2)C1. RXN SMILES: [BH3:6].[C:7]([CH3:8])([CH3:9])([CH3:10])[O:11][C:12](=[O:13])[NH:14][C:15]1([CH2:19][CH:20]2[CH2:21][C:22](=[O:33])[N:23]([CH:25]([CH3:26])[c:27]3[cH:28][cH:29][cH:30][cH:31][cH:32]3)[CH2:24]2)[CH2:16][CH2:17][CH2:18]1.[O:1]1[CH2:2][CH2:3][CH2:4][CH2:5]1.[O:34]1[CH2:35][CH2:36][CH2:37][CH2:38]1>>[C:7]([CH3:8])([CH3:9])([CH3:10])[O:11][C:12](=[O:13])[NH:14][C:15]1([CH2:19][CH:20]2[CH2:21][CH2:22][N:23]([CH:25]([CH3:26])[c:27]3[cH:28][cH:29][cH:30][cH:31][cH:32]3)[CH2:24]2)[CH2:16][CH2:17][CH2:18]1.